This data is from the Open Reaction Database (ORD), a public repository of structured organic reaction records. The task is: describe an organic reaction: reactants, conditions, products, and yield Starting materials: OC1=C(C=CC(=C1)O)C(C)=O (2',4'-dihydroxyacetophenone), BrCCCCl (1-bromo-3-chloropropane), C([O-])([O-])=O.[K+].[K+] (potassium carbonate). The solvent is CC(=O)C (acetone). The product is ClCCCOC1=CC(=C(C=C1)C(C)=O)O (4'-(3-Chloropropoxy)-2'-hydroxyacetophenone). The yield is 86.8%. RXN SMILES: [OH:1][C:2]1[CH:7]=[C:6]([OH:8])[CH:5]=[CH:4][C:3]=1[C:9](=[O:11])[CH3:10].Br[CH2:13][CH2:14][CH2:15][Cl:16].C(=O)([O-])[O-].[K+].[K+]>CC(C)=O>[Cl:16][CH2:15][CH2:14][CH2:13][O:8][C:6]1[CH:5]=[CH:4][C:3]([C:9](=[O:11])[CH3:10])=[C:2]([OH:1])[CH:7]=1 |f:2.3.4|. Procedure details: 10 g (66 mmole) of 2',4'-dihydroxyacetophenone, 10 ml (101 mmole) of 1-bromo-3-chloropropane and 22.7 g (164 mmole) of anhydrous potassium carbonate in 250 ml of acetone were mixed and refluxed under heating for 16 hours. The mixture was cooled to room temperature, the solid insoluble was separated by filtration, and the filtrate was evaporated to dryness. The residue was dispersed in ethyl ether, filtered and dried to give 13.1 g (87%) of the product, melting point 74° C. The reactants are O (Water), C(CCC)[Li] (n-Butyllithium), COC1=C(C=C(C2=CC=CC=C12)OC)CO (1,4-Dimethoxy-2-hydroxymethylnaphthalene), BrC(C(Br)(F)F)(F)F (1,2-dibromotetrafluoroethane). Solvent: C1CCOC1 (THF). Run at time 1 hour. Product: COC1=C(C(=C(C2=CC=CC=C12)OC)Br)CO (1,4-Dimethoxy-3-bromo-2-hydroxymethylnaphthalene). Yield: 50.2%. Reaction SMILES: C([Li])CCC.[CH3:6][O:7][C:8]1[C:17]2[C:12](=[CH:13][CH:14]=[CH:15][CH:16]=2)[C:11]([O:18][CH3:19])=[CH:10][C:9]=1[CH2:20][OH:21].[Br:22]C(F)(F)C(F)(F)Br.O>C1COCC1>[CH3:6][O:7][C:8]1[C:17]2[C:12](=[CH:13][CH:14]=[CH:15][CH:16]=2)[C:11]([O:18][CH3:19])=[C:10]([Br:22])[C:9]=1[CH2:20][OH:21]. Procedure details: n-Butyllithium (2.9 mL, 7.33 mmol, 2.5 M in hexanes) was added dropwise to a solution of 23a (400 mg, 1.83 mmol) in THF (25 mL) at −78° C. under argon. The reaction mixture was slowly warmed to room temperature and stirred for 1 h. 1,2-dibromotetrafluoroethane (0.26 mL, 2.20 mmol) was added dropwise and the solution was stirred for 1 h. Water (10 mL) was added and the mixture was extracted with EtOAc (3×). The combined organic layers were dried (MgSO4), filtered and evaporated. Column chromatogr... Reactants: COc1cc(C(C)O)cc(OC)c1Br, [H-], CI, [Na+], C1CCOC1, O. The product is COc1cc(C(C)OC)cc(OC)c1Br. As a reaction SMILES: [Br:6][c:7]1[c:8]([O:18][CH3:19])[cH:9][c:10]([CH:15]([CH3:16])[OH:17])[cH:11][c:12]1[O:13][CH3:14].[H-:20].[I:22][CH3:23].[Na+:21].[O:1]1[CH2:2][CH2:5][CH2:4][CH2:3]1.[OH2:24]>>[CH3:2][O:17][CH:15]([c:10]1[cH:9][c:8]([O:18][CH3:19])[c:7]([Br:6])[c:12]([O:13][CH3:14])[cH:11]1)[CH3:16]. The reactants are C([O-])([O-])=O.[Ca+2] (calcium carbonate), S(O)(O)(=O)=O (sulfuric acid), P(O)(O)(O)=O (phosphoric acid), P(O)(O)(O)=O (phosphoric acid), S(O)(O)(=O)=O (sulfuric acid). Run in [O-]P(=O)([O-])[O-].[O-]P(=O)([O-])[O-].[O-]P(=O)([O-])[O-].[F-].[Ca+2].[Ca+2].[Ca+2].[Ca+2].[Ca+2] (phosphate rock), [O-]P(=O)([O-])[O-].[O-]P(=O)([O-])[O-].[O-]P(=O)([O-])[O-].[F-].[Ca+2].[Ca+2].[Ca+2].[Ca+2].[Ca+2] (phosphate rock). Product: S(=O)(=O)([O-])[O-].[Ca+2] (calcium sulfate), C(=O)=O (carbon dioxide). As a reaction SMILES: P(=O)(O)(O)O.[S:6](=[O:10])(=[O:9])([OH:8])[OH:7].[C:11](=O)([O-:13])[O-:12].[Ca+2:15]>[O-]P([O-])([O-])=O.[O-]P([O-])([O-])=O.[O-]P([O-])([O-])=O.[F-].[Ca+2].[Ca+2].[Ca+2].[Ca+2].[Ca+2]>[S:6]([O-:10])([O-:9])(=[O:8])=[O:7].[Ca+2:15].[C:11](=[O:13])=[O:12] |f:2.3,4.5.6.7.8.9.10.11.12,13.14|. Procedure details: FIG. V shows another version of the present invention wherein the dissolving zone comprises two vessels. In this version, wet screened phosphate rock 60 is transferred to a rock reslurry tank 62 where it is mixed with recycled phosphoric acid 64 which contains free sulfuric acid. In this tank 62, calcium carbonate in phosphate rock reacts with free sulfuric acid in the recycle phosphoric acid forming calcium sulfate and carbon dioxide, and raising the slurry temperature to approximately 70° C. P... Starting materials: Cc1cccc(C)c1, [Na+], [OH-], CN(C)CCC1(CO)c2ccccc2N(C)c2ccccc21. Yields the product CN(C)CCC1=Cc2ccccc2N(C)c2ccccc21. Reaction SMILES: [CH3:25][c:26]1[cH:27][c:28]([CH3:29])[cH:30][cH:31][cH:32]1.[Na+:24].[OH-:23].[OH:1][CH2:2][C:3]1([CH2:18][CH2:19][N:20]([CH3:21])[CH3:22])[c:4]2[cH:5][cH:6][cH:7][cH:8][c:9]2[N:10]([CH3:17])[c:11]2[cH:12][cH:13][cH:14][cH:15][c:16]21>>[CH:2]1=[C:3]([CH2:18][CH2:19][N:20]([CH3:21])[CH3:22])[c:4]2[cH:5][cH:6][cH:7][cH:8][c:9]2[N:10]([CH3:17])[c:11]2[c:12]1[cH:13][cH:14][cH:15][cH:16]2. Reactants: Br, COc1cc2nc(N)sc2cc1OC(F)(F)F, [Na+], [OH-], O. Yields the product Nc1nc2cc(O)c(OC(F)(F)F)cc2s1. Reaction SMILES: [BrH:20].[NH2:1][c:2]1[s:3][c:4]2[c:5]([n:6]1)[cH:7][c:8]([O:16][CH3:17])[c:9]([O:11][C:12]([F:13])([F:14])[F:15])[cH:10]2.[Na+:19].[OH-:18].[OH2:21]>>[NH2:1][c:2]1[s:3][c:4]2[c:5]([n:6]1)[cH:7][c:8]([OH:16])[c:9]([O:11][C:12]([F:13])([F:14])[F:15])[cH:10]2.